This data is from the Open Reaction Database (ORD), a public repository of structured organic reaction records. The task is: describe an organic reaction: reactants, conditions, products, and yield Reported procedure: tert-Butyl 1-{[3,4,6-tri-O-acetyl-2-deoxy-2-(2,2,2-trichloro-ethoxycarbonyl-amino)-β-D-glucopyranosyloxy]methyl}-(R/S)-undecyl-carbamate 50(27.0 mg, 0.0353 mmol) was dissolved in acetic anhydride (1 ml) into which activated zinc powder (4.6 mg, 0.0706 mmol) had been added. The reaction was stirred for 6 hours, after which it was filtered and evaporated (and co-evaporated with benzene and toluene). The residue was purified by column chromatography to give 51 (11 mg, 49%). Conditions: time 6 hour. Product: C(C)(=O)N[C@H]1[C@@H](O[C@@H]([C@H]([C@@H]1OC(C)=O)OC(C)=O)COC(C)=O)OCC(CCCCCCCCCC)NC(OC(C)(C)C)=O (tert-Butyl 1-[(2-acetamido-3,4,6-tri-O-acetyl-2-deoxy-β-D-glucopyranosyloxy)-methyl]-(R/S)-undecylcarbamate). The yield is 49.0%. The reactants are C(C)(=O)O[C@@H]1[C@H]([C@@H](O[C@@H]([C@H]1OC(C)=O)COC(C)=O)OCC(CCCCCCCCCC)NC(OC(C)(C)C)=O)NC(=O)OCC(Cl)(Cl)Cl (tert-Butyl 1-{[3,4,6-tri-O-acetyl-2-deoxy-2-(2,2,2-trichloroethoxy-carbonylamino)-β-D-glucopyranosyloxy]methyl}-(R/S)-undecylcarbamate), C(C)(=O)OC(C)=O (acetic anhydride). Reagents/catalysts: [Zn] (zinc). Reaction SMILES: [C:1]([O:4][C@H:5]1[C@H:10]([O:11][C:12](=[O:14])[CH3:13])[C@@H:9]([CH2:15][O:16][C:17](=[O:19])[CH3:18])[O:8][C@@H:7]([O:20][CH2:21][CH:22]([NH:33][C:34](=[O:40])[O:35][C:36]([CH3:39])([CH3:38])[CH3:37])[CH2:23][CH2:24][CH2:25][CH2:26][CH2:27][CH2:28][CH2:29][CH2:30][CH2:31][CH3:32])[C@@H:6]1[NH:41][C:42]([O:44]CC(Cl)(Cl)Cl)=O)(=[O:3])[CH3:2].[C:50](OC(=O)C)(=O)C>[Zn]>[C:42]([NH:41][C@@H:6]1[C@@H:5]([O:4][C:1](=[O:3])[CH3:2])[C@H:10]([O:11][C:12](=[O:14])[CH3:13])[C@@H:9]([CH2:15][O:16][C:17](=[O:19])[CH3:18])[O:8][C@H:7]1[O:20][CH2:21][CH:22]([NH:33][C:34](=[O:40])[O:35][C:36]([CH3:39])([CH3:38])[CH3:37])[CH2:23][CH2:24][CH2:25][CH2:26][CH2:27][CH2:28][CH2:29][CH2:30][CH2:31][CH3:32])(=[O:44])[CH3:50]. Reactants: C1(=C(C=CC=C1)NN=C(C#N)C#N)C1=CC=CC=C1 (2-[(biphenyl-2-yl)hydrazono]-malononitrile), O.NN (hydrazine hydrate), O.NN (hydrazine hydrate), NC1=C(C=CC=C1)C1=CC=CC=C1 (2-aminobiphenyl), C(CC#N)#N (malononitrile). The product is NC1=NN=C(C1=NNC1=C(C=CC=C1)C1=CC=CC=C1)N (3,5-Diamino-4-[(biphenyl-2-yl)hydrazono]pyrazole). Isolated yield 61.0%. RXN SMILES: [C:1]1([C:14]2[CH:19]=[CH:18][CH:17]=[CH:16][CH:15]=2)[CH:6]=[CH:5][CH:4]=[CH:3][C:2]=1[NH:7][N:8]=[C:9]([C:12]#[N:13])[C:10]#[N:11].NC1C=CC=CC=1C1C=CC=CC=1.C(#N)CC#N.O.[NH2:39][NH2:40]>>[NH2:11][C:10]1[C:9](=[N:8][NH:7][C:2]2[CH:3]=[CH:4][CH:5]=[CH:6][C:1]=2[C:14]2[CH:15]=[CH:16][CH:17]=[CH:18][CH:19]=2)[C:12]([NH2:13])=[N:40][N:39]=1 |f:3.4|. Reported procedure: This compound was prepared using 123 mg (0.5 mmol) of 2-[(biphenyl-2-yl)hydrazono]-malononitrile, which was derived from 2-aminobiphenyl (169 mg, 1.0 mmol) and malononitrile (1.5 mmol) as described in Example 8, and hydrazine hydrate. Precipitate formed in the reaction tube immediately after the addition of the hydrazine hydrate then the solution cleared. Very little solid remained after heating the reaction at 75° C. for 1 hr, however, analysis of the reaction solution by TLC indicated that no ... The reactants are BrCC(=O)N1CCC(C2=CC(=C(C=C12)[N+](=O)[O-])OC)(C)C (1-(bromoacetyl)-4,4-dimethyl-6-(methyloxy)-7-nitro-1,2,3,4-tetrahydroquinoline), C([O-])([O-])=O.[K+].[K+] (potassium carbonate), CNC (dimethyl amine), 1h. Solvent: O1CCCC1 (tetrahydrofuran), O (water). Yields the product CC1(CCN(C2=CC(=C(C=C12)OC)[N+](=O)[O-])C(CN(C)C)=O)C ({2-[4,4-dimethyl-6-(methyloxy)-7-nitro-3,4-dihydro-1(2H)-quinolinyl]-2-oxoethyl}dimethylamine). As a reaction SMILES: Br[CH2:2][C:3]([N:5]1[C:14]2[C:9](=[CH:10][C:11]([O:18][CH3:19])=[C:12]([N+:15]([O-:17])=[O:16])[CH:13]=2)[C:8]([CH3:21])([CH3:20])[CH2:7][CH2:6]1)=[O:4].C(=O)([O-])[O-].[K+].[K+].[CH3:28][NH:29][CH3:30]>O1CCCC1.O>[CH3:20][C:8]1([CH3:21])[C:9]2[C:14](=[CH:13][C:12]([N+:15]([O-:17])=[O:16])=[C:11]([O:18][CH3:19])[CH:10]=2)[N:5]([C:3](=[O:4])[CH2:2][N:29]([CH3:30])[CH3:28])[CH2:6][CH2:7]1 |f:1.2.3|. Reported procedure: A solution of 1-(bromoacetyl)-4,4-dimethyl-6-(methyloxy)-7-nitro-1,2,3,4-tetrahydroquinoline (1.0 g, 2.8 mmol) in tetrahydrofuran (35 mL) was treated with potassium carbonate (1.3 g, 9.4 mmol) and dimethyl amine (10 mL, 20 mmol, 2 M in THF, Aldrich). The mixture was heated in sealed tube at 55° C. for 1h, cooled, diluted with water, and extracted with ethyl acetate. The organic layer was separated, dried over magnesium sulfate, filtered, and concentrated to give {2-[4,4-dimethyl-6-(methyloxy)-7-... The product is S(=O)(=O)(O)O.S1C(SCC1)=NC1=CC=C(C=C1)CCCCCCOC (N-(1,3-dithiolan-2-ylidene)-4-(6-methoxyhexyl)aniline dihydrogen sulfate). Procedure: To a mixture of 0.97 g of sodium hydride and 5.7 g of methyl iodide in 40 ml of dried dimethylformamide was added dropwise a solution of 2.4 g of 6-[4-(1,3-dithiolan-2-ylideneamino)phenyl]hexanol in 25 ml of dimethylformamide. The resulting mixture was stirred at room temperature for 16 hours and then poured into an aqueous solution containing 0.2 M potassium hydrogen phosphate/potassium dihydrogen phosphate buffer solution (pH 7) with a few crystals of sodium thiosulfate added. This aqueous mix... As a reaction SMILES: [H-].[Na+].CI.S1CCSC1=NC1C=CC(CCCCCCO)=CC=1.P([O-])([O-])(O)=O.[K+].[K+].P([O-])(O)(O)=O.[K+].S([O-])([O-])(=O)=S.[Na+].[Na+].[S:44]1[CH2:48][CH2:47][S:46][C:45]1=[N:49][C:50]1[CH:55]=[CH:54][C:53]([CH2:56][CH2:57][CH2:58][CH2:59][CH2:60][CH2:61][O:62][CH3:63])=[CH:52][CH:51]=1.[S:64](=[O:68])(=[O:67])([OH:66])[OH:65]>CN(C)C=O.C(OCC)C>[S:64]([OH:68])([OH:67])(=[O:66])=[O:65].[S:44]1[CH2:48][CH2:47][S:46][C:45]1=[N:49][C:50]1[CH:51]=[CH:52][C:53]([CH2:56][CH2:57][CH2:58][CH2:59][CH2:60][CH2:61][O:62][CH3:63])=[CH:54][CH:55]=1 |f:0.1,4.5.6.7.8,9.10.11,16.17|. Reactants: S(O)(O)(=O)=O (sulfuric acid), [H-].[Na+] (sodium hydride), CI (methyl iodide), oil, P(=O)(O)([O-])[O-].[K+].[K+].P(=O)(O)(O)[O-].[K+] (potassium hydrogen phosphate potassium dihydrogen phosphate), S(=S)(=O)([O-])[O-].[Na+].[Na+] (sodium thiosulfate), S1C(SCC1)=NC1=CC=C(C=C1)CCCCCCO (6-[4-(1,3-dithiolan-2-ylideneamino)phenyl]hexanol), S1C(SCC1)=NC1=CC=C(C=C1)CCCCCCOC (N-(1,3-dithiolan-2-ylidene)-4-(6-methoxyhexyl)-aniline). Conditions: time 16 hour. Solvent: C(C)OCC (diethyl ether), C(C)OCC (diethyl ether), CN(C=O)C (dimethylformamide), CN(C=O)C (dimethylformamide). Starting materials: CC1CCCNC1, Cc1ccc(NC(=O)c2ccnc(Cl)c2)cc1-c1ccc(C(=O)NCC2CC2)cc1. The product is Cc1ccc(NC(=O)c2ccnc(N3CCCC(C)C3)c2)cc1-c1ccc(C(=O)NCC2CC2)cc1. RXN SMILES: [CH3:31][CH:32]1[CH2:33][NH:34][CH2:35][CH2:36][CH2:37]1.[Cl:1][c:2]1[cH:3][c:4]([C:5](=[O:6])[NH:7][c:8]2[cH:9][c:10](-[c:15]3[cH:16][cH:17][c:18]([C:21](=[O:22])[NH:23][CH2:24][CH:25]4[CH2:26][CH2:27]4)[cH:19][cH:20]3)[c:11]([CH3:14])[cH:12][cH:13]2)[cH:28][cH:29][n:30]1>>[c:2]1([N:34]2[CH2:33][CH:32]([CH3:31])[CH2:37][CH2:36][CH2:35]2)[cH:3][c:4]([C:5](=[O:6])[NH:7][c:8]2[cH:9][c:10](-[c:15]3[cH:16][cH:17][c:18]([C:21](=[O:22])[NH:23][CH2:24][CH:25]4[CH2:26][CH2:27]4)[cH:19][cH:20]3)[c:11]([CH3:14])[cH:12][cH:13]2)[cH:28][cH:29][n:30]1. Reactants: C(C)(C)(C)C1=CC=C(C=C1)C1=C2CC(C(C2=CC=C1)=O)CC1(CCCC1)C (4-(4-tert-butyl-phenyl)-2-[(1-methylcyclopentyl)methyl]-indan-1-one), [BH4-].[Na+] (NaBH4), C1(=CC=CC=C1)C (toluene), [BH4-].[Na+] (NaBH4), 2n, OS(=O)(=O)O (H2SO4). The solvent is CO (methanol). Run at temperature 50 celsius, time 2.5 hour. Product: C(C)(C)(C)C1=CC=C(C=C1)C=1C=CC=C2C=C(CC12)CC1(CCCC1)C (7-(4-tert-Butyl-phenyl)-2-[(1-methylcyclopentyl)methyl]-1H-indene). RXN SMILES: [C:1]([C:5]1[CH:10]=[CH:9][C:8]([C:11]2[CH:19]=[CH:18][CH:17]=[C:16]3[C:12]=2[CH2:13][CH:14]([CH2:21][C:22]2([CH3:27])[CH2:26][CH2:25][CH2:24][CH2:23]2)[C:15]3=O)=[CH:7][CH:6]=1)([CH3:4])([CH3:3])[CH3:2].[BH4-].[Na+].C1(C)C=CC=CC=1.OS(O)(=O)=O>CO>[C:1]([C:5]1[CH:10]=[CH:9][C:8]([C:11]2[CH:19]=[CH:18][CH:17]=[C:16]3[C:12]=2[CH2:13][C:14]([CH2:21][C:22]2([CH3:27])[CH2:26][CH2:25][CH2:24][CH2:23]2)=[CH:15]3)=[CH:7][CH:6]=1)([CH3:4])([CH3:2])[CH3:3] |f:1.2|. Procedure: 19.5 g of crude 4-(4-tert-butyl-phenyl)-2-[(1-methylcyclopentyl)methyl]-indan-1-one (˜86% purity), 2.06 g (54.5 mmol) of NaBH4 and 52 ml of toluene are charged in a flask equipped with reflux condenser, dropping funnel and magnetic stirring bar. The mixture is warmed to 50° C. and 10 ml of methanol are slowly added with stirring and stirring is continued for 2.5 h to ensure a complete reaction. Excess NaBH4 is carefully hydrolyzed with approx. 30 ml of 2n H2SO4. The organic phase is separated an... Starting materials: [Br-], C[Mg+], N#Cc1c(C(F)(F)F)cnn(-c2ccc(Cl)cc2)c1=O, Cl, C1CCOC1. The product is Cc1c(C(F)(F)F)cnn(-c2ccc(Cl)cc2)c1=O. Reaction SMILES: [Br-:21].[CH3:22][Mg+:23].[Cl:1][c:2]1[cH:3][cH:4][c:5](-[n:8]2[n:9][cH:10][c:11]([C:17]([F:18])([F:19])[F:20])[c:12]([C:15]#[N:16])[c:13]2=[O:14])[cH:6][cH:7]1.[ClH:24].[O:25]1[CH2:26][CH2:27][CH2:28][CH2:29]1>>[Cl:1][c:2]1[cH:3][cH:4][c:5](-[n:8]2[n:9][cH:10][c:11]([C:17]([F:18])([F:19])[F:20])[c:12]([CH3:15])[c:13]2=[O:14])[cH:6][cH:7]1.